This data is from the Open Reaction Database (ORD), a public repository of structured organic reaction records. The task is: describe an organic reaction: reactants, conditions, products, and yield Reactants: BrC1=CC=CC(=N1)N1CCOCC1 (4-(6-Bromopyridin-2-yl)morpholine), C(CCC)[Sn](C1=CN=C2N1C=CC(=N2)C(F)(F)F)(CCCC)CCCC (3-tributylstannyl-7-trifluoromethylimidazo[1,2-α]pyrimidine). Yields the product N1(CCOCC1)C1=CC=CC(=N1)C1=CN=C2N1C=CC(=N2)C(F)(F)F (3-[6-(morpholin-4-yl)pyridin-2-yl]-7-trifluoromethylimidazo[1,2-α]pyrimidine). Yield: 35.0%. RXN SMILES: Br[C:2]1[N:7]=[C:6]([N:8]2[CH2:13][CH2:12][O:11][CH2:10][CH2:9]2)[CH:5]=[CH:4][CH:3]=1.C([Sn](CCCC)(CCCC)[C:19]1[N:23]2[CH:24]=[CH:25][C:26]([C:28]([F:31])([F:30])[F:29])=[N:27][C:22]2=[N:21][CH:20]=1)CCC>>[N:8]1([C:6]2[N:7]=[C:2]([C:19]3[N:23]4[CH:24]=[CH:25][C:26]([C:28]([F:29])([F:30])[F:31])=[N:27][C:22]4=[N:21][CH:20]=3)[CH:3]=[CH:4][CH:5]=2)[CH2:13][CH2:12][O:11][CH2:10][CH2:9]1. Procedure details: 4-(6-Bromopyridin-2-yl)morpholine (0.46 g, 1.9 mmol) was coupled to 3-tributylstannyl-7-trifluoromethylimidazo[1,2-α]pyrimidine (1.8 mmol) by the method of Example 1. Purification by chromatography on silica gel eluting with dichloromethane on a gradient of methanol (0-10%) and crystallisation from ethyl acetate-isohexane gave 3-[6-(morpholin-4-yl)pyridin-2-yl]-7-trifluoromethylimidazo[1,2-α]pyrimidine (220 mg) as a yellow solid: δH (400 MHz, CDCl3) 3.57 (4H, t, J 5), 3.90 (4H, t, J 5), 6.65 (1H... Starting materials: C(C1=CC=CC=C1)OC1=CC(=C(C=C1)C1=NC2=NC=NC(=C2N1)Cl)OC (8-(4-benzyloxy-2-methoxy-phenyl)-6-chloro-purine), [OH-].[K+] (potassium hydroxide). The product is C(C1=CC=CC=C1)OC1=CC(=C(C=C1)C1=NC2=NC=NC(C2=N1)=O)OC (8-(4-Benzyloxy-2-methoxy-phenyl)-purin-6-one). As a reaction SMILES: [CH2:1]([O:8][C:9]1[CH:14]=[CH:13][C:12]([C:15]2[NH:23][C:22]3[C:17](=[N:18][CH:19]=[N:20][C:21]=3Cl)[N:16]=2)=[C:11]([O:25][CH3:26])[CH:10]=1)[C:2]1[CH:7]=[CH:6][CH:5]=[CH:4][CH:3]=1.[OH-:27].[K+]>>[CH2:1]([O:8][C:9]1[CH:14]=[CH:13][C:12]([C:15]2[N:23]=[C:22]3[C:17](=[N:18][CH:19]=[N:20][C:21]3=[O:27])[N:16]=2)=[C:11]([O:25][CH3:26])[CH:10]=1)[C:2]1[CH:7]=[CH:6][CH:5]=[CH:4][CH:3]=1 |f:1.2|. Reported procedure: Prepared analogously to Example 16 from 8-(4-benzyloxy-2-methoxy-phenyl)-6-chloro-purine by reaction with 40% potassium hydroxide solution. The reactants are BrC1=NC=C(C=C1)Br (2,5-dibromopyridine), FC1=CC=C(C=C1)CS ((4-fluoro-phenyl)-methanethiol), [H-].[Na+] (NaH). Run in O (water), CN(C)C=O (DMF). Conditions: time 1 hour. Yields the product BrC=1C=CC(=NC1)SCC1=CC=C(C=C1)F (5-Bromo-2-(4-fluoro-benzylsulfanyl)-pyridine). Reaction SMILES: Br[C:2]1[CH:7]=[CH:6][C:5]([Br:8])=[CH:4][N:3]=1.[F:9][C:10]1[CH:15]=[CH:14][C:13]([CH2:16][SH:17])=[CH:12][CH:11]=1.[H-].[Na+]>CN(C=O)C.O>[Br:8][C:5]1[CH:6]=[CH:7][C:2]([S:17][CH2:16][C:13]2[CH:14]=[CH:15][C:10]([F:9])=[CH:11][CH:12]=2)=[N:3][CH:4]=1 |f:2.3|. Procedure details: To a solution of 2,5-dibromopyridine (1.0 eq.) and (4-fluoro-phenyl)-methanethiol (1.2 eq.) in DMF (0.2M) at 0° C. was added portionwise NaH (1.3 eq.). The mixture was stirred for 1 h at rt, poured in water and extracted with Et2O. The organic extract was washed with water (2×), brine, dried over MgSO4, filtered and concentrated. Flash chromatography (Hex:EtOAc; 9:1) afforded the title compound as a yellow solid. Starting materials: ClC1=NC(=NC(=N1)C1=C(C=CC(=C1)Cl)C)NC1=CC=C(C=C1)CN(C)C ([4-chloro-6-(5-chloro-2-methyl-phenyl)-[1,3,5]-triazin-2-yl]-(4-dimethylaminomethyl-phenyl)-amine), N (ammonia). Solvent: O1CCCC1 (tetrahydrofuran). Reaction conditions: temperature -78 celsius, time 12 hour. Yields the product ClC=1C=CC(=C(C1)C1=NC(=NC(=N1)NC1=CC=C(C=C1)CN(C)C)N)C (6-(5-Chloro-2-methyl-phenyl)-N-(4-dimethylaminomethyl-phenyl)-[1,3,5]triazine-2,4-diamine). Isolated yield 49.0%. As a reaction SMILES: Cl[C:2]1[N:7]=[C:6]([C:8]2[CH:13]=[C:12]([Cl:14])[CH:11]=[CH:10][C:9]=2[CH3:15])[N:5]=[C:4]([NH:16][C:17]2[CH:22]=[CH:21][C:20]([CH2:23][N:24]([CH3:26])[CH3:25])=[CH:19][CH:18]=2)[N:3]=1.[NH3:27]>O1CCCC1>[Cl:14][C:12]1[CH:11]=[CH:10][C:9]([CH3:15])=[C:8]([C:6]2[N:5]=[C:4]([NH:16][C:17]3[CH:22]=[CH:21][C:20]([CH2:23][N:24]([CH3:26])[CH3:25])=[CH:19][CH:18]=3)[N:3]=[C:2]([NH2:27])[N:7]=2)[CH:13]=1. Reported procedure: A pressure bottle was charged with [4-chloro-6-(5-chloro-2-methyl-phenyl)-[1,3,5]-triazin-2-yl]-(4-dimethylaminomethyl-phenyl)-amine (0.305 g, 0.79 mmol) and tetrahydrofuran (20 ml) and cooled to −78° C. A slow stream of ammonia gas was passed into the solution for 2 minutes and the bottle was sealed. After stirring at room temperature for 12 hours, the mixture was concentrated under reduced pressure. The residue was purified by flash chromatography on silica gel eluting with 10% methanol-ethyl ... Reactants: C(C1=CC=CC=C1)OC1=CC=C(C=C1)NC1=C(C(=O)O)C=CC=C1 (2-(4-benzyloxyphenylamino)benzoic acid), Cl (hydrochloric acid), ClC1=C(C(=O)O)C=CC=C1 (2-chlorobenzoic acid), C(C1=CC=CC=C1)OC1=CC=C(N)C=C1 (4-benzyloxyaniline), benzyloxy. Reagents/catalysts: [Pd] (palladium-on-carbon). The solvent is C(C)O (ethanol). Yields the product OC1=CC=C(C=C1)NC1=C(C(=O)O)C=CC=C1 (2-(4-hydroxyphenylamino)benzoic acid), solid. Reaction SMILES: C([O:8][C:9]1[CH:14]=[CH:13][C:12]([NH:15][C:16]2[CH:24]=[CH:23][CH:22]=[CH:21][C:17]=2[C:18]([OH:20])=[O:19])=[CH:11][CH:10]=1)C1C=CC=CC=1.Cl.ClC1C=CC=CC=1C(O)=O.C(OC1C=CC(N)=CC=1)C1C=CC=CC=1>C(O)C.[Pd]>[OH:8][C:9]1[CH:14]=[CH:13][C:12]([NH:15][C:16]2[CH:24]=[CH:23][CH:22]=[CH:21][C:17]=2[C:18]([OH:20])=[O:19])=[CH:11][CH:10]=1. Procedure details: The corresponding free acid, 2-(4-hydroxyphenylamino)benzoic acid, yellow solid m.p. 233° C.(decompn.) was prepared by hydrogenation of 5 g of 2-(4-benzyloxyphenylamino)benzoic acid in 250 ml of ethanol containing 2 ml of concentrated hydrochloric acid and 2 g of palladium-on-carbon catalyst. The benzyloxy compound was in turn prepared by reaction of 2-chlorobenzoic acid and 4-benzyloxyaniline.